From a dataset of the Open Reaction Database (ORD), a public repository of structured organic reaction records. describe an organic reaction: reactants, conditions, products, and yield The reactants are C(C)(C)(C)OC(N[C@@H](C)C(CCl)=O)=O (tert-butyl[(2S)-4-chloro-3-oxobutan-2-yl]carbamate), P(=O)([O-])([O-])[O-] (phosphate), C1=CC(=C[N+](=C1)[C@@H]2[C@H]([C@H]([C@@H](O2)COP(=O)([O-])OP(=O)(O)OC[C@@H]3[C@H]([C@H]([C@@H](O3)N4C=NC5=C4N=CN=C5N)OP(=O)(O)O)O)O)O)C(=O)N (nicotinamide adenine dinucleotide phosphate), [Na][Na] (disodium), P(=O)(O)(O)[O-].[K+] (potassium dihydrogenphosphate), P(=O)(O)([O-])[O-].[K+].[K+] (potassium hydrogenphosphate), P(=O)([O-])([O-])[O-].[K+].[K+].[K+] (potassium phosphate). The reagents and catalysts are O.O.O.O.O.O.[Cl-].[Mg+2].[Cl-] (magnesium chloride hexahydrate). The solvent is CC(C)O (2-propanol), O (water), CC(C)O (2-propanol), COC(C)(C)C (tert-butyl methyl ether), C(C)(=O)OCC (ethyl acetate), O (water), [Cl-].[Mg+2].[Cl-] (magnesium chloride). Run at temperature 22 celsius, time 45 minute. Product: C(C)(C)(C)OC(N[C@@H](C)[C@H](CCl)O)=O (tert-butyl[(2S,3R)-4-chloro-3-hydroxybutan-2-yl]carbamate). Yield: 28.0%. As a reaction SMILES: P([O-])([O-])([O-])=O.[K+].[K+].[K+].P([O-])(O)(O)=O.[K+].P([O-])([O-])(O)=O.[K+].[K+].P([O-])([O-])([O-])=O.C1C=[N+]([C@H]2O[C@@H](COP(OP(OC[C@H]3O[C@@H](N4C5N=CN=C(N)C=5N=C4)[C@H](OP(O)(O)=O)[C@@H]3O)(O)=O)([O-])=O)[C@H](O)[C@@H]2O)C=C(C(N)=O)C=1.[Na][Na].[C:77]([O:81][C:82](=[O:90])[NH:83][C@H:84]([C:86](=[O:89])[CH2:87][Cl:88])[CH3:85])([CH3:80])([CH3:79])[CH3:78]>[Cl-].[Mg+2].[Cl-].O.CC(O)C.O.O.O.O.O.O.[Cl-].[Mg+2].[Cl-].C(OCC)(=O)C.COC(C)(C)C>[C:77]([O:81][C:82](=[O:90])[NH:83][C@H:84]([C@@H:86]([OH:89])[CH2:87][Cl:88])[CH3:85])([CH3:78])([CH3:79])[CH3:80] |f:0.1.2.3,4.5,6.7.8,13.14.15,18.19.20.21.22.23.24.25.26|. Reported procedure: A 0.1 M potassium phosphate buffer, 2.0 mM in magnesium chloride, was prepared by combining potassium dihydrogenphosphate (9.86 g, 72.4 mmol), potassium hydrogenphosphate (22.2 g, 127 mmol) and magnesium chloride hexahydrate (0.812 g, 4.0 mmol) in water (2 L); the pH of the resulting solution was 7.05. To this phosphate buffer (1.8 L) was added nicotinamide adenine dinucleotide phosphate, disodium salt trihydrate (1.9 g, 2.4 mmol) and ketoreductase enzyme (Codexis, KRED-P1-E05) (8 g), and the mi...